Dataset: the Open Reaction Database (ORD), a public repository of structured organic reaction records. Task: describe an organic reaction: reactants, conditions, products, and yield Starting materials: [N+](=O)([O-])C=1C=C(C(=O)C2=CC=CC=C2)C=CC1N(CC(C)C)CC(C)C (3-nitro-4-(N,N-diisobutylamino)-benzophenone), [H][H] (hydrogen). The reagents and catalysts are [Ni] (Raney-nickel). Run in C(C)(=O)OCC (ethyl acetate). Product: NC=1C=C(C(=O)C2=CC=CC=C2)C=CC1N(CC(C)C)CC(C)C (3-amino-4-(N,N-diisobutylamino)-benzophenone). Reaction SMILES: [N+:1]([C:4]1[CH:5]=[C:6]([CH:15]=[CH:16][C:17]=1[N:18]([CH2:23][CH:24]([CH3:26])[CH3:25])[CH2:19][CH:20]([CH3:22])[CH3:21])[C:7]([C:9]1[CH:14]=[CH:13][CH:12]=[CH:11][CH:10]=1)=[O:8])([O-])=O.[H][H]>[Ni].C(OCC)(=O)C>[NH2:1][C:4]1[CH:5]=[C:6]([CH:15]=[CH:16][C:17]=1[N:18]([CH2:23][CH:24]([CH3:26])[CH3:25])[CH2:19][CH:20]([CH3:21])[CH3:22])[C:7]([C:9]1[CH:14]=[CH:13][CH:12]=[CH:11][CH:10]=1)=[O:8]. Procedure details: 10.63 g. of 3-nitro-4-(N,N-diisobutylamino)-benzophenone are dissolved in 106 ml. of ethyl acetate, the solution is poured into a hydrogenating apparatus, and 5,3 g. of Raney-nickel are added. The reaction mixture is hydrogenated at room temperature and atmospheric pressure until the uptake of the calculated amount of hydrogen (this requires generally about 1.5 hours). Thereafter the catalyst is removed by filtration and the clear solution is evaporated to dryness under reduced pressure. The obt... Reactants: Nc1ccc(Br)cc1I, C#CCCN1CCCC1C, C#CC(C)N1CCCC1C, CC(C)NC(C)C, [Cu]I, Cl[Pd]Cl, c1ccc(P(c2ccccc2)c2ccccc2)cc1, c1ccc(P(c2ccccc2)c2ccccc2)cc1. The product is CC1CCCN1CCC#Cc1cc(Br)ccc1N. As a reaction SMILES: [Br:21][c:22]1[cH:23][c:24]([I:29])[c:25]([NH2:28])[cH:26][cH:27]1.[CH2:11]([CH2:12][C:13]#[CH:14])[N:15]1[CH:16]([CH3:20])[CH2:17][CH2:18][CH2:19]1.[CH:1]#[C:2][CH:3]([N:4]1[CH2:5][CH2:6][CH2:7][CH:8]1[CH3:9])[CH3:10].[CH:30]([NH:31][CH:32]([CH3:33])[CH3:34])([CH3:35])[CH3:36].[Cu:37][I:38].[Pd:39]([Cl:40])[Cl:41].[c:42]1([P:43]([c:44]2[cH:45][cH:46][cH:47][cH:48][cH:49]2)[c:50]2[cH:51][cH:52][cH:53][cH:54][cH:55]2)[cH:56][cH:57][cH:58][cH:59][cH:60]1.[c:61]1([P:62]([c:63]2[cH:64][cH:65][cH:66][cH:67][cH:68]2)[c:69]2[cH:70][cH:71][cH:72][cH:73][cH:74]2)[cH:75][cH:76][cH:77][cH:78][cH:79]1>>[CH2:11]([CH2:12][C:13]#[C:14][c:24]1[cH:23][c:22]([Br:21])[cH:27][cH:26][c:25]1[NH2:28])[N:15]1[CH:16]([CH3:20])[CH2:17][CH2:18][CH2:19]1. Reactants: N(=C=S)C1=CC(=C(C#N)C=C1)C(F)(F)F (4-isothiocyanato-2-(trifluoromethyl)benzonitrile), CNC(=O)C1=C(C=C(C=C1)NCCC(=O)OCC)F (ethyl N-[4-(methylcarbamoyl)-3-fluorophenyl]-β-alaninate). Solvent: CN(C)C=O (DMF). The product is CNC(=O)C1=C(C=C(C=C1)N(CCC(=O)OCC)C(NC1=CC(=C(C=C1)C#N)C(F)(F)F)=S)F (ethyl N-[4-(methylcarbamoyl)-3-fluorophenyl]-N-{[3-(trifluoromethyl)-4-cyanophenyl]thiocarbamoyl}-β-alaninate). RXN SMILES: [N:1]([C:4]1[CH:11]=[CH:10][C:7]([C:8]#[N:9])=[C:6]([C:12]([F:15])([F:14])[F:13])[CH:5]=1)=[C:2]=[S:3].[CH3:16][NH:17][C:18]([C:20]1[CH:25]=[CH:24][C:23]([NH:26][CH2:27][CH2:28][C:29]([O:31][CH2:32][CH3:33])=[O:30])=[CH:22][C:21]=1[F:34])=[O:19]>CN(C=O)C>[CH3:16][NH:17][C:18]([C:20]1[CH:25]=[CH:24][C:23]([N:26]([C:2](=[S:3])[NH:1][C:4]2[CH:11]=[CH:10][C:7]([C:8]#[N:9])=[C:6]([C:12]([F:13])([F:15])[F:14])[CH:5]=2)[CH2:27][CH2:28][C:29]([O:31][CH2:32][CH3:33])=[O:30])=[CH:22][C:21]=1[F:34])=[O:19]. Reported procedure: A solution of 4-isothiocyanato-2-(trifluoromethyl)benzonitrile (320 mg, 1.51 mmol) 3.2 and ethyl N-[4-(methylcarbamoyl)-3-fluorophenyl]-β-alaninate (404 mg, 1.51 mmol) 5 (R1=CH3) in DMF (8 ml) was heated at 60° C. in microwave stove for 8 h. The reaction mixture was evaporated in vacuo, and by means of colomn chromatography on SiO2 (eluent—n-hexane:AcOEt=1:2) ethyl N-[4-(methylcarbamoyl)-3-fluorophenyl]-N-{[3-(trifluoromethyl)-4-cyanophenyl]thiocarbamoyl}-β-alaninate 6(2) (R1=CH3, X═S) was isola...